From a dataset of the Open Reaction Database (ORD), a public repository of structured organic reaction records. describe an organic reaction: reactants, conditions, products, and yield Starting materials: C(C)(C)N(CC)C(C)C (diisopropylethylamine), BrCC(=O)OC (methyl bromoacetate), C1NCC2=CC(=CC=C12)C=1SC2=NC(=CC=C2N1)C1(CC1)C1=CC=CC=C1 (2-(Isoindolin-5-yl)-5-(1-phenylcyclopropyl)thiazolo[5,4-b]pyridine). Solvent: C(Cl)Cl (DCM). Conditions: time 3 hour. The product is C1(=CC=CC=C1)C1(CC1)C1=CC=C2C(=N1)SC(=N2)C=2C=C1CN(CC1=CC2)CC(=O)OC (Methyl 2-(5-(5-(1-phenylcyclopropyl)thiazolo[5,4-b]pyridin-2-yl)isoindolin-2-yl)acetate). As a reaction SMILES: [CH2:1]1[C:9]2[C:4](=[CH:5][C:6]([C:10]3[S:11][C:12]4[C:17]([N:18]=3)=[CH:16][CH:15]=[C:14]([C:19]3([C:22]5[CH:27]=[CH:26][CH:25]=[CH:24][CH:23]=5)[CH2:21][CH2:20]3)[N:13]=4)=[CH:7][CH:8]=2)[CH2:3][NH:2]1.C(N(C(C)C)CC)(C)C.Br[CH2:38][C:39]([O:41][CH3:42])=[O:40]>C(Cl)Cl>[C:22]1([C:19]2([C:14]3[N:13]=[C:12]4[S:11][C:10]([C:6]5[CH:5]=[C:4]6[C:9](=[CH:8][CH:7]=5)[CH2:1][N:2]([CH2:38][C:39]([O:41][CH3:42])=[O:40])[CH2:3]6)=[N:18][C:17]4=[CH:16][CH:15]=3)[CH2:20][CH2:21]2)[CH:23]=[CH:24][CH:25]=[CH:26][CH:27]=1. Procedure details: 2-(Isoindolin-5-yl)-5-(1-phenylcyclopropyl)thiazolo[5,4-b]pyridine (97 mg, 0.263 mmol) was dissolved in DCM (2.625 mL) and diisopropylethylamine (91 μL, 0.525 mmol) before methyl bromoacetate (48.5 μL, 0.525 mmol) was added and stirred at ambient temperature for 3 h. Methyl 2-(5-(5-(1-phenylcyclopropyl)thiazolo[5,4-b]pyridin-2-yl)isoindolin-2-yl)acetate was obtained after purification via flash chromatograpy. MS (ESI) m/z: Calculated: 441.2; Observed: 442.4 (M++H). Reactants: COC(=O)CBr, C1CCOC1, C#CC(C)(C)O, [H-], [Na+]. Yields the product C#CC(C)(C)OCC(=O)OC. As a reaction SMILES: [Br:9][CH2:10][C:11](=[O:12])[O:13][CH3:14].[CH2:15]1[O:16][CH2:17][CH2:18][CH2:19]1.[CH3:3][C:4]([CH3:5])([C:6]#[CH:7])[OH:8].[H-:1].[Na+:2]>>[CH3:3][C:4]([CH3:5])([C:6]#[CH:7])[O:8][CH2:10][C:11](=[O:12])[O:13][CH3:14]. The product is CN(C=1OC(=C(N1)C(F)(F)F)C(=O)OCC)C (Ethyl 2-(dimethylamino)-4-(trifluoromethyl)-5-oxazolecarboxylate). Run in CN(C=O)C (dimethylformamide). Procedure: A reaction vessel was charged with 4.17 g (0.03 mol) of para-nitrophenol, 50 ml of dry dimethylformamide containing dimethylamine as impurity, and potassium carbonate. After stirring of this mixture at ambient temperature, there was added 4.86 g (0.02 mol) of ethyl 2-chloro-4-trifluoromethyl-5-oxazolecarboxylate. The reaction mixture was stirred at ambient temperature for 24 hours. The resulting yellow mixture was extracted with ethyl ether and water. The organic phase was washed five times succ... RXN SMILES: [N+](C1C=CC(O)=CC=1)([O-])=O.[CH3:11][NH:12][CH3:13].C(=O)([O-])[O-].[K+].[K+].Cl[C:21]1[O:22][C:23]([C:30]([O:32][CH2:33][CH3:34])=[O:31])=[C:24]([C:26]([F:29])([F:28])[F:27])[N:25]=1>CN(C)C=O>[CH3:11][N:12]([CH3:13])[C:21]1[O:22][C:23]([C:30]([O:32][CH2:33][CH3:34])=[O:31])=[C:24]([C:26]([F:29])([F:28])[F:27])[N:25]=1 |f:2.3.4|. The reactants are ClC=1OC(=C(N1)C(F)(F)F)C(=O)OCC (ethyl 2-chloro-4-trifluoromethyl-5-oxazolecarboxylate), CNC (dimethylamine), C([O-])([O-])=O.[K+].[K+] (potassium carbonate), [N+](=O)([O-])C1=CC=C(C=C1)O (para-nitrophenol). The reactants are C([O-])(O)=O (bicarbonate), F[B-](F)(F)F.C[S+](SC)C (dimethylmethylthiosulfonium tetrafluoroborate), F[B-](F)(F)F.[H+] (tetrafluoroboric acid), C(C)N(C(=O)N[C@@H]1CN([C@@H]2CC3=CN(C4=CC=CC([C@H]2C1)=C34)C)C)CC (1,1-diethyl-3-(1,6-dimethyl-8α-ergolinyl)urea). Run in C1CCOC1 (THF), C(Cl)Cl (methylene chloride). Reaction conditions: time 30 minute. Yields the product C(C)N(C(=O)N[C@@H]1CN([C@@H]2CC3=C(N(C4=CC=CC([C@H]2C1)=C34)C)SC)C)CC (1,1-Diethyl-3-(1,6-dimethyl-2-methylthio-8α-ergolinyl)urea). As a reaction SMILES: [CH2:1]([N:3]([CH2:25][CH3:26])[C:4]([NH:6][C@H:7]1[CH2:21][C@H:20]2[C@@H:10]([CH2:11][C:12]3[C:22]4[C:15](=[CH:16][CH:17]=[CH:18][C:19]2=4)[N:14]([CH3:23])[CH:13]=3)[N:9]([CH3:24])[CH2:8]1)=[O:5])[CH3:2].F[B-](F)(F)F.[CH3:32][S+:33](C)SC.F[B-](F)(F)F.[H+].C(=O)(O)[O-]>C1COCC1.C(Cl)Cl>[CH2:25]([N:3]([CH2:1][CH3:2])[C:4]([NH:6][C@H:7]1[CH2:21][C@H:20]2[C@@H:10]([CH2:11][C:12]3[C:22]4[C:15](=[CH:16][CH:17]=[CH:18][C:19]2=4)[N:14]([CH3:23])[C:13]=3[S:33][CH3:32])[N:9]([CH3:24])[CH2:8]1)=[O:5])[CH3:26] |f:1.2,3.4|. Procedure: A solution is prepared from 354 mg of 1,1-diethyl-3-(1,6-dimethyl-8α-ergolinyl)urea (1 mmol) in 20 ml of THF and, at room temperature under nitrogen, 392 mg of dimethylmethylthiosulfonium tetrafluoroborate (2 mmol) and 0.24 ml of 50% strength tetrafluoroboric acid are added thereto. After 30 minutes of agitation at room temperature, the mixture is distributed between methylene chloride and bicarbonate solution, the organic phases are combined, dried with sodium sulfate, and evaporated. The crude... Starting materials: BrC1=CC=CC(=N1)NC(=O)C1=CC=C(OC2=C(C=C3C(CCOC3=C2)C(=O)OCC)Cl)C=C1 (Ethyl 7-(4-(6-bromopyridin-2-ylcarbamoyl)phenoxy)-6-chlorochroman-4-carboxylate), ClC1=CC=C(C=C1)B(O)O (4-chlorophenylboronic acid), C(=O)([O-])[O-].[Na+].[Na+] (Na2CO3). The reagents and catalysts are C=1C=CC(=CC1)[P](C=2C=CC=CC2)(C=3C=CC=CC3)[Pd]([P](C=4C=CC=CC4)(C=5C=CC=CC5)C=6C=CC=CC6)([P](C=7C=CC=CC7)(C=8C=CC=CC8)C=9C=CC=CC9)[P](C=1C=CC=CC1)(C=1C=CC=CC1)C=1C=CC=CC1 (Pd(PPh3)4). Solvent: C1(=CC=CC=C1)C (toluene), O (water). Reaction conditions: temperature 100 celsius, time 12 hour. Product: ClC=1C=C2C(CCOC2=CC1OC1=CC=C(C=C1)C(NC1=NC(=CC=C1)C1=CC=C(C=C1)Cl)=O)C(=O)OCC (ethyl 6-chloro-7-(4-(6-(4-chlorophenyl)pyridin-2-ylcarbamoyl)phenoxy)chroman-4-carboxylate). The yield is 94.7%. Reaction SMILES: Br[C:2]1[N:7]=[C:6]([NH:8][C:9]([C:11]2[CH:33]=[CH:32][C:14]([O:15][C:16]3[CH:25]=[C:24]4[C:19]([CH:20]([C:26]([O:28][CH2:29][CH3:30])=[O:27])[CH2:21][CH2:22][O:23]4)=[CH:18][C:17]=3[Cl:31])=[CH:13][CH:12]=2)=[O:10])[CH:5]=[CH:4][CH:3]=1.[Cl:34][C:35]1[CH:40]=[CH:39][C:38](B(O)O)=[CH:37][CH:36]=1.C([O-])([O-])=O.[Na+].[Na+]>C1(C)C=CC=CC=1.O.C1C=CC([P]([Pd]([P](C2C=CC=CC=2)(C2C=CC=CC=2)C2C=CC=CC=2)([P](C2C=CC=CC=2)(C2C=CC=CC=2)C2C=CC=CC=2)[P](C2C=CC=CC=2)(C2C=CC=CC=2)C2C=CC=CC=2)(C2C=CC=CC=2)C2C=CC=CC=2)=CC=1>[Cl:31][C:17]1[CH:18]=[C:19]2[C:24](=[CH:25][C:16]=1[O:15][C:14]1[CH:32]=[CH:33][C:11]([C:9](=[O:10])[NH:8][C:6]3[CH:5]=[CH:4][CH:3]=[C:2]([C:38]4[CH:39]=[CH:40][C:35]([Cl:34])=[CH:36][CH:37]=4)[N:7]=3)=[CH:12][CH:13]=1)[O:23][CH2:22][CH2:21][CH:20]2[C:26]([O:28][CH2:29][CH3:30])=[O:27] |f:2.3.4,^1:61,63,82,101|. Procedure details: Ethyl 7-(4-(6-bromopyridin-2-ylcarbamoyl)phenoxy)-6-chlorochroman-4-carboxylate (50 mg, 0.094 mmol), 4-chlorophenylboronic acid (59 mg, 0.38 mmol), Na2CO3 (30 mg, 0.28 mmol) and Pd(PPh3)4 (11 mg, 0.0094 mmol) were place in a 1 mL vial and diluted with toluene (800 μL) and water (80 μL). The vial was purged with argon, sealed and heated to 100° C. After stirring for 12 hours, the reaction was cooled and loaded directly onto a biotage 25 cartridge eluting with 5% ethyl acetate/hexanes to 60% ethyl...